This data is from the Open Reaction Database (ORD), a public repository of structured organic reaction records. The task is: describe an organic reaction: reactants, conditions, products, and yield The reactants are C(N)(=O)[C@H]1N(CCC1)C[C@H]1N(C[C@H](C1)SC(C1=CC=CC=C1)(C1=CC=CC=C1)C1=CC=CC=C1)C(=O)OCC1=CC=C(C=C1)[N+](=O)[O-] ((2S,4S)-2-[(2S)-2-carbamoylpyrrolidin-1-yl]methyl-1-(4-nitrobenzyloxycarbonyl)-4-(triphenylmethylthio)pyrrolidine), SCCO (2-mercaptoethanol). Solvent: C1(=CC=CC=C1)C (toluene), FC(C(=O)O)(F)F (trifluoroacetic acid). Conditions: time 15 minute. Product: C(N)(=O)[C@H]1N(CCC1)C[C@H]1N(C[C@H](C1)S)C(=O)OCC1=CC=C(C=C1)[N+](=O)[O-] ((2S,4S)-2-[(2S)-2-carbamoylpyrrolidin-1-yl]methyl-4-mercapto-1-(4-nitrobenzyloxycarbonyl)-pyrrolidine). Isolated yield 52.5%. Reaction SMILES: [C:1]([C@@H:4]1[CH2:8][CH2:7][CH2:6][N:5]1[CH2:9][C@@H:10]1[CH2:14][C@H:13]([S:15]C(C2C=CC=CC=2)(C2C=CC=CC=2)C2C=CC=CC=2)[CH2:12][N:11]1[C:35]([O:37][CH2:38][C:39]1[CH:44]=[CH:43][C:42]([N+:45]([O-:47])=[O:46])=[CH:41][CH:40]=1)=[O:36])(=[O:3])[NH2:2].SCCO>FC(F)(F)C(O)=O.C1(C)C=CC=CC=1>[C:1]([C@@H:4]1[CH2:8][CH2:7][CH2:6][N:5]1[CH2:9][C@@H:10]1[CH2:14][C@H:13]([SH:15])[CH2:12][N:11]1[C:35]([O:37][CH2:38][C:39]1[CH:40]=[CH:41][C:42]([N+:45]([O-:47])=[O:46])=[CH:43][CH:44]=1)=[O:36])(=[O:3])[NH2:2]. Procedure: To a solution of (2S,4S)-2-[(2S)-2-carbamoylpyrrolidin-1-yl]methyl-1-(4-nitrobenzyloxycarbonyl)-4-(triphenylmethylthio)pyrrolidine (1.76 g) in trifluoroacetic acid (10 ml) was added 2-mercaptoethanol (0.38 ml) under ice-cooling and the mixture was stirred at ambient temperature for 15 minutes. The reaction mixture was concentrated under reduced pressure to give a residue. The residue was dissolved in toluene (10 ml) and the solution was evaporated in vacuo. The resulting residue was dissolved in...